This data is from the Open Reaction Database (ORD), a public repository of structured organic reaction records. The task is: describe an organic reaction: reactants, conditions, products, and yield The reactants are [Br-], C#C[Mg+], COc1ccc(-c2nn3c(Cl)cccc3c2C=O)cc1. Product: C#CC(O)c1c(-c2ccc(OC)cc2)nn2c(Cl)cccc12. RXN SMILES: [Br-:21].[C:22](#[CH:23])[Mg+:24].[Cl:1][c:2]1[cH:3][cH:4][cH:5][c:6]2[n:7]1[n:8][c:9](-[c:13]1[cH:14][cH:15][c:16]([O:19][CH3:20])[cH:17][cH:18]1)[c:10]2[CH:11]=[O:12]>>[Cl:1][c:2]1[cH:3][cH:4][cH:5][c:6]2[n:7]1[n:8][c:9](-[c:13]1[cH:14][cH:15][c:16]([O:19][CH3:20])[cH:17][cH:18]1)[c:10]2[CH:11]([OH:12])[C:22]#[CH:23]. The reactants are [BH4-], N#Cc1ccc(Sc2cccc(C(=O)O)c2)nc1, [Na+], C1COCCO1, O, O=S(Cl)Cl. As a reaction SMILES: [BH4-:19].[C:1](#[N:2])[c:3]1[cH:4][cH:5][c:6]([S:9][c:10]2[cH:11][c:12]([C:13](=[O:14])[OH:15])[cH:16][cH:17][cH:18]2)[n:7][cH:8]1.[Na+:20].[O:26]1[CH2:27][CH2:28][O:29][CH2:30][CH2:31]1.[OH2:21].[S:22]([Cl:23])([Cl:24])=[O:25]>>[C:1](#[N:2])[c:3]1[cH:4][cH:5][c:6]([S:9][c:10]2[cH:11][c:12]([CH2:13][OH:14])[cH:16][cH:17][cH:18]2)[n:7][cH:8]1. The product is N#Cc1ccc(Sc2cccc(CO)c2)nc1. The reactants are C(CCC)SC=1C=C(C(=O)O)C=C(C1OC1=CC=CC=C1)S(N)(=O)=O (3-n-butylthio-4-phenoxy-5-sulfamylbenzoic acid), CO (methanol), Cl (hydrogen chloride). Conditions: time 5 hour. The product is C(CCC)SC=1C=C(C(=O)OC)C=C(C1OC1=CC=CC=C1)S(N)(=O)=O (Methyl 3-n-butylthio-4-phenoxy-5-sulfamylbenzoate). RXN SMILES: [CH2:1]([S:5][C:6]1[CH:7]=[C:8]([CH:12]=[C:13]([S:22](=[O:25])(=[O:24])[NH2:23])[C:14]=1[O:15][C:16]1[CH:21]=[CH:20][CH:19]=[CH:18][CH:17]=1)[C:9]([OH:11])=[O:10])[CH2:2][CH2:3][CH3:4].Cl.[CH3:27]O>>[CH2:1]([S:5][C:6]1[CH:7]=[C:8]([CH:12]=[C:13]([S:22](=[O:24])(=[O:25])[NH2:23])[C:14]=1[O:15][C:16]1[CH:17]=[CH:18][CH:19]=[CH:20][CH:21]=1)[C:9]([O:11][CH3:27])=[O:10])[CH2:2][CH2:3][CH3:4]. Procedure: A mixture of 3-n-butylthio-4-phenoxy-5-sulfamylbenzoic acid (2.5 g) and methanol (75 ml) is saturated with gaseous hydrogen chloride. The reaction mixture is allowed to warm during saturation. After cooling and standing for 5 hours, the reaction mixture is evaporated in vacuo. The residue is triturated with water and sufficient sodium hydrogen carbonate to neutralize traces of hydrochloric acid. The precipitated methyl 3-n-butylthio-4-phenoxy-5-sulfamylbenzoate is collected and recrystallized fr... Reactants: C(C)OC(CNC1=NC=CC=C1NC(=O)C=1SC(=CC1)C)=O (N-[3-[(5-methyl-2-thienylcarbonyl)amino]-2-pyridinyl]glycine ethyl ester), O (water), [OH-].[K+] (potassium hydroxide). Run in C(CO)O (ethylene glycol). Yields the product CC1=CC=C(S1)C1=NC=2C(=NC=CC2)N1CC(=O)O (2-(5-Methyl-2-thienyl)-3H-imidazo[4,5-b]pyridine-3-acetic acid). The yield is 65.3%. Reaction SMILES: C([O:3][C:4](=[O:22])[CH2:5][NH:6][C:7]1[C:12]([NH:13][C:14]([C:16]2[S:17][C:18]([CH3:21])=[CH:19][CH:20]=2)=O)=[CH:11][CH:10]=[CH:9][N:8]=1)C.O.[OH-].[K+]>C(O)CO>[CH3:21][C:18]1[S:17][C:16]([C:14]2[N:6]([CH2:5][C:4]([OH:3])=[O:22])[C:7]3=[N:8][CH:9]=[CH:10][CH:11]=[C:12]3[N:13]=2)=[CH:20][CH:19]=1 |f:2.3|. Reported procedure: A suspension of N-[3-[(5-methyl-2-thienylcarbonyl)amino]-2-pyridinyl]glycine ethyl ester (93.8 g, 0.293 mole) was refluxed in ethylene glycol (500 ml) for 45 minutes. The solution was cooled and water 9200 ml) and solid potassium hydroxide pellets (23.25 g, 0.41 mole) were added. The resulting solution was refluxed for one hour and then filtered hot into ice water (2 liters) and acidified with 3N hydrochloric acid to give a solid which was collected by filtration and dried to give 52.3 g of crud... The reactants are CCC=C(OC(C)=O)OC(C)=O, C=CC=C, CC(=O)O, [Pd]. Yields the product CCCC(OC(C)=O)OC(C)=O. RXN SMILES: [C:1]([CH3:2])(=[O:3])[O:4][C:5](=[CH:6][CH2:7][CH3:8])[O:9][C:10]([CH3:11])=[O:12].[CH2:13]=[CH:14][CH:15]=[CH2:16].[CH3:18][C:19](=[O:20])[OH:21].[Pd:17]>>[C:1]([CH3:2])(=[O:3])[O:4][CH:5]([CH2:6][CH2:7][CH3:8])[O:9][C:10]([CH3:11])=[O:12].